This data is from the Open Reaction Database (ORD), a public repository of structured organic reaction records. The task is: describe an organic reaction: reactants, conditions, products, and yield The reactants are S(=O)(=O)([O-])C1=CC=C(C)C=C1 (tosylate), C1(=CC=CC=C1)OCCCCCCCCCCCCCCCCCC (octadecyl phenyl ether), F[Sb-](F)(F)(F)(F)F.[Na+] (sodium hexafluoroantimonate), S(=O)(=O)(O[IH](=O)C1=CC=CC=C1)C1=CC=C(C)C=C1 (phenyliodoso tosylate), C1(=CC=CC=C1)OCCCCCCCCCCCCCCCCCC (octadecyl phenyl ether). Solvent: CC(=O)C (acetone), C(C)(=O)O (acetic acid). Reaction conditions: temperature 40 celsius, time 1 hour. The product is F[Sb-](F)(F)(F)(F)F.C(CCCCCCCCCCCCCCCCC)OC1=CC=C(C=C1)[I+]C1=CC=CC=C1 ((4-octadecyloxyphenyl)phenyliodonium hexafluoroantimonate). As a reaction SMILES: [C:1]1([O:7][CH2:8][CH2:9][CH2:10][CH2:11][CH2:12][CH2:13][CH2:14][CH2:15][CH2:16][CH2:17][CH2:18][CH2:19][CH2:20][CH2:21][CH2:22][CH2:23][CH2:24][CH3:25])[CH:6]=[CH:5][CH:4]=[CH:3][CH:2]=1.S(C1C=CC(C)=CC=1)(O[IH:30]([C:32]1[CH:37]=[CH:36][CH:35]=[CH:34][CH:33]=1)=O)(=O)=O.S(C1C=CC(C)=CC=1)([O-])(=O)=O.[F:56][Sb-:57]([F:62])([F:61])([F:60])([F:59])[F:58].[Na+]>CC(C)=O.C(O)(=O)C>[F:56][Sb-:57]([F:62])([F:61])([F:60])([F:59])[F:58].[CH2:8]([O:7][C:1]1[CH:6]=[CH:5][C:4]([I+:30][C:32]2[CH:37]=[CH:36][CH:35]=[CH:34][CH:33]=2)=[CH:3][CH:2]=1)[CH2:9][CH2:10][CH2:11][CH2:12][CH2:13][CH2:14][CH2:15][CH2:16][CH2:17][CH2:18][CH2:19][CH2:20][CH2:21][CH2:22][CH2:23][CH2:24][CH3:25] |f:3.4,7.8|. Reported procedure: In accordance with the procedure of Example 1, octadecyl phenyl ether was prepared and a quantitative yield was obtained. There was added 50 ml of glacial acetic acid to a mixture of 196 grams (0.5 mol) of phenyliodoso tosylate and 173 grams (0.5 mols) of octadecyl phenyl ether dissolved in 200 ml dicholoromethane. After 1 hour stirring at 40° C., the reaction mixture was filtered then triturated with ether. A product, (4-octadecyloxyphenyl)phenyliodonium tosylate crystallized from solution and ... Starting materials: O=C(Cl)CCl, O=C1N(c2ccc(OC(F)(F)F)cc2)CCC12CCNCC2. The product is O=C(CCl)N1CCC2(CC1)CCN(c1ccc(OC(F)(F)F)cc1)C2=O. Reaction SMILES: [Cl:23][CH2:24][C:25](=[O:26])[Cl:27].[F:1][C:2]([O:3][c:4]1[cH:5][cH:6][c:7]([N:10]2[C:11](=[O:20])[C:12]3([CH2:13][CH2:14]2)[CH2:15][CH2:16][NH:17][CH2:18][CH2:19]3)[cH:8][cH:9]1)([F:21])[F:22]>>[F:1][C:2]([O:3][c:4]1[cH:5][cH:6][c:7]([N:10]2[C:11](=[O:20])[C:12]3([CH2:13][CH2:14]2)[CH2:15][CH2:16][N:17]([C:25]([CH2:24][Cl:23])=[O:26])[CH2:18][CH2:19]3)[cH:8][cH:9]1)([F:21])[F:22]. Procedure: The coupling of [(S)-4-(5-amino-2-fluoro-phenyl)-1,4,5,5-tetramethyl-6-oxo-1,4,5,6-tetrahydro-pyrimidin-2-yl]-carbamic acid tert-butyl ester (intermediate F2) and cyclopropanecarboxylic acid followed by deprotection of the intermediate yielded the title compound as a colorless amorphous solid. MS (ESI): m/z=347.2 [M+H]+. As a reaction SMILES: C(OC(=O)[NH:7][C:8]1[N:9]([CH3:26])[C:10](=[O:25])[C:11]([CH3:24])([CH3:23])[C@:12]([C:15]2[CH:20]=[C:19]([NH2:21])[CH:18]=[CH:17][C:16]=2[F:22])([CH3:14])[N:13]=1)(C)(C)C.[CH:28]1([C:31](O)=[O:32])[CH2:30][CH2:29]1>>[NH2:7][C:8]1[N:9]([CH3:26])[C:10](=[O:25])[C:11]([CH3:23])([CH3:24])[C@:12]([C:15]2[CH:20]=[C:19]([NH:21][C:31]([CH:28]3[CH2:30][CH2:29]3)=[O:32])[CH:18]=[CH:17][C:16]=2[F:22])([CH3:14])[N:13]=1. The product is NC=1N(C(C([C@@](N1)(C)C=1C=C(C=CC1F)NC(=O)C1CC1)(C)C)=O)C ((S)—N-(3-(2-Amino-1,4,5,5-tetramethyl-6-oxo-1,4,5,6-tetrahydropyrimidin-4-yl)-4-fluorophenyl)cyclopropanecarboxamide). Starting materials: C(C)(C)(C)OC(NC=1N(C(C([C@@](N1)(C)C1=C(C=CC(=C1)N)F)(C)C)=O)C)=O ([(S)-4-(5-amino-2-fluoro-phenyl)-1,4,5,5-tetramethyl-6-oxo-1,4,5,6-tetrahydro-pyrimidin-2-yl]-carbamic acid tert-butyl ester), C(C)(C)(C)OC(NC=1N(C(C([C@@](N1)(C)C1=C(C=CC(=C1)N)F)(C)C)=O)C)=O ([(S)-4-(5-amino-2-fluoro-phenyl)-1,4,5,5-tetramethyl-6-oxo-1,4,5,6-tetrahydro-pyrimidin-2-yl]-carbamic acid tert-butyl ester), C1(CC1)C(=O)O (cyclopropanecarboxylic acid). Starting materials: C(C)OC(=O)C=1C=NN(C1)C1=NC2=CC(=CC=C2C(N1COCCOC)=O)I (1-[7-iodo-3-(2-methoxy-ethoxymethyl)-4-oxo-3,4-dihydro-quinazolin-2-yl]-1H-pyrazole-4-carboxylic acid ethyl ester), ClC1=CC=C(C=C1)B(O)O (4-chlorophenylboronic acid), O=C1NC(=NC2=CC(=CC=C12)C1=CC=CC=C1)N1N=CC(=C1)C(=O)O (1-(4-oxo-7-phenyl-3,4-dihydro-quinazolin-2-yl)-1H-pyrazole-4-carboxylic acid), product. The product is ClC1=CC=C(C=C1)C1=CC=C2C(NC(=NC2=C1)N1N=CC(=C1)C(=O)O)=O (1-[7-(4-Chloro-phenyl)-4-oxo-3,4-dihydro-quinazolin-2-yl]-1H-pyrazole-4-carboxylic acid). As a reaction SMILES: C([O:3][C:4]([C:6]1[CH:7]=[N:8][N:9]([C:11]2[N:20](COCCOC)[C:19](=[O:27])[C:18]3[C:13](=[CH:14][C:15](I)=[CH:16][CH:17]=3)[N:12]=2)[CH:10]=1)=[O:5])C.O=C1C2C(=CC(C3C=CC=CC=3)=CC=2)N=C(N2C=C(C(O)=O)C=N2)N1.[Cl:54][C:55]1[CH:60]=[CH:59][C:58](B(O)O)=[CH:57][CH:56]=1>>[Cl:54][C:55]1[CH:60]=[CH:59][C:58]([C:15]2[CH:14]=[C:13]3[C:18]([C:19](=[O:27])[NH:20][C:11]([N:9]4[CH:10]=[C:6]([C:4]([OH:3])=[O:5])[CH:7]=[N:8]4)=[N:12]3)=[CH:17][CH:16]=2)=[CH:57][CH:56]=1. Reported procedure: The titled compound was prepared in a manner analogous to Example 184, steps C-E using 1-[7-iodo-3-(2-methoxy-ethoxymethyl)-4-oxo-3,4-dihydro-quinazolin-2-yl]-1H-pyrazole-4-carboxylic acid ethyl ester (Intermediate from Example 184, product from step B) and 4-chlorophenylboronic acid in step C. MS (ESI): mass calcd. for C18H11ClN4O3, 366.1; m/z found, 367.0 [M+H]+. 1H NMR (400 MHz, DMSO-d6): 12.99 (br s, 2H), 8.97 (d, J=0.6 Hz, 1H), 8.28 (s, 1H), 8.20 (d, J=8.3 Hz, 1H), 7.97 (s, 1H), 7.87 (d, J=... Run in CN(C=O)C (dimethyl formamide). Yield: 398.5%. Yields the product CNC[C@H](O)[C@@H](O)[C@H](O)[C@H](O)CO (N-methylglucamine). Reactants: C[C@H]1/C=C/C=C/CC/C=C/C=C/C=C/C=C/[C@@H](C[C@H]2[C@@H]([C@H](C[C@](O2)(C[C@H]([C@@H](CC[C@H](C[C@H](C[C@H](CC(=O)O[C@H]([C@@H]([C@@H]1O)C)C)O)O)O)O)O)O)O)C(=O)O)O[C@@H]3[C@@H]([C@@H]([C@H]([C@@H](O3)C)O)N)O (nystatin), O=C[C@H](O)[C@@H](O)[C@@H](O)[C@H](O)CO (galactose), N-glycosyl nystatin, E1. Procedure details: 5 g of nystatin and 1.5 g of galactose were suspended in 50 ml of dimethyl formamide and next the procedure was carried out as in Example IV. 4.2 g of N-methylglucamine salt of N-glycosyl nystatin of E1 cm1% =600 at 304 nm and IC50 =0.45 mcg/ml were obtained. Original antibiotic: E1 cm1% =790 at 304 nm, IC50 =0.18 mcg/ml. Reaction SMILES: C[C@@H]1[C@@H](O)[C@@H](C)[C@H](C)OC(=O)C[C@H](O)C[C@H](O)C[C@H](O)CC[C@@H](O)[C@H](O)C[C@@]2(O)O[C@H]([C@H](C(O)=O)[C@@H](O)C2)C[C@@H](O[C@H]2O[C@@H](C)[C@H](O)[C@@H:58]([NH2:64])[C@H]2O)C=CC=CC=CC=CCCC=CC=C1.[O:66]=[CH:67][C@@H:68]([C@H:70]([C@H:72]([C@@H:74]([CH2:76]O)[OH:75])[OH:73])[OH:71])[OH:69]>CN(C)C=O>[CH3:58][NH:64][CH2:76][C@@H:74]([C@H:72]([C@@H:70]([C@@H:68]([CH2:67][OH:66])[OH:69])[OH:71])[OH:73])[OH:75]. Procedure details: 10.0 g of 6-(2,4-dihydroxybenzoyl)-2-chromanone was suspended in 100 mL of methylene chloride, to which 3.53 mL of 3,4-dihydro-2H-pyran and 0.884 g of pyridinium p-toluenesulfonate were added, and this mixture was stirred for 18 hours at room temperature. The reaction mixture was poured into a saturated aqueous solution of sodium hydrogen carbonate, and the organic phase was separated therefrom. After the resultant organic phase was washed with water and a saturated sodium chloride solution succ... Product: OC1=C(C(=O)C=2C=C3CCC(OC3=CC2)=O)C=CC(=C1)OC1OCCCC1 (6-[2-hydroxy-4-(tetrahydro-2H-pyran-2-yloxy)benzoyl]-2-chromanon). Solvent: C(Cl)Cl (methylene chloride). Starting materials: OC1=C(C(=O)C=2C=C3CCC(OC3=CC2)=O)C=CC(=C1)O (6-(2,4-dihydroxybenzoyl)-2-chromanone), C(O)([O-])=O.[Na+] (sodium hydrogen carbonate), O1CCCC=C1 (3,4-dihydro-2H-pyran), C1(=CC=C(C=C1)S(=O)(=O)[O-])C.[NH+]1=CC=CC=C1 (pyridinium p-toluenesulfonate). RXN SMILES: [OH:1][C:2]1[CH:20]=[C:19]([OH:21])[CH:18]=[CH:17][C:3]=1[C:4]([C:6]1[CH:7]=[C:8]2[C:13](=[CH:14][CH:15]=1)[O:12][C:11](=[O:16])[CH2:10][CH2:9]2)=[O:5].[O:22]1[CH:27]=[CH:26][CH2:25][CH2:24][CH2:23]1.C1(C)C=CC(S([O-])(=O)=O)=CC=1.[NH+]1C=CC=CC=1.C(=O)([O-])O.[Na+]>C(Cl)Cl>[OH:1][C:2]1[CH:20]=[C:19]([O:21][CH:23]2[CH2:24][CH2:25][CH2:26][CH2:27][O:22]2)[CH:18]=[CH:17][C:3]=1[C:4]([C:6]1[CH:7]=[C:8]2[C:13](=[CH:14][CH:15]=1)[O:12][C:11](=[O:16])[CH2:10][CH2:9]2)=[O:5] |f:2.3,4.5|. Conditions: time 18 hour. Reactants: Nc1cc(-c2ccco2)[nH]n1, Nc1cc[nH]n1, C1CCOC1, O=C1Nc2ccccc2C1=CO, O=C1Nc2ccc(F)cc2C1=CO. The product is O=C1Nc2ccc(F)cc2C1=CNc1cc(-c2ccco2)[nH]n1. As a reaction SMILES: [NH2:26][c:27]1[n:28][nH:29][c:30](-[c:32]2[o:33][cH:34][cH:35][cH:36]2)[cH:31]1.[NH2:37][c:38]1[cH:39][cH:40][nH:41][n:42]1.[O:43]1[CH2:44][CH2:45][CH2:46][CH2:47]1.[OH:14][CH:15]=[C:16]1[C:17](=[O:18])[NH:19][c:20]2[c:21]1[cH:22][cH:23][cH:24][cH:25]2.[OH:1][CH:2]=[C:3]1[C:4](=[O:13])[NH:5][c:6]2[cH:7][cH:8][c:9]([F:12])[cH:10][c:11]21>>[CH:2](=[C:3]1[C:4](=[O:13])[NH:5][c:6]2[cH:7][cH:8][c:9]([F:12])[cH:10][c:11]21)[NH:26][c:27]1[n:28][nH:29][c:30](-[c:32]2[o:33][cH:34][cH:35][cH:36]2)[cH:31]1. The reactants are O[C@H]1CC[C@H](CC1)C(=O)O (cis-4-hydroxycyclohexanecarboxylic acid), CCO (EtOH), S(O)(O)(=O)=O (sulfuric acid), C(=O)([O-])[O-].[Na+].[Na+] (Na2CO3). Run at temperature 70 celsius. The product is O[C@H]1CC[C@H](CC1)C(=O)OCC (Ethyl cis-4-hydroxycyclohexanecarboxylate). RXN SMILES: [OH:1][C@@H:2]1[CH2:7][CH2:6][C@H:5]([C:8]([OH:10])=[O:9])[CH2:4][CH2:3]1.[CH3:11][CH2:12]O.S(=O)(=O)(O)O.C([O-])([O-])=O.[Na+].[Na+]>>[OH:1][C@@H:2]1[CH2:7][CH2:6][C@H:5]([C:8]([O:10][CH2:11][CH3:12])=[O:9])[CH2:4][CH2:3]1 |f:3.4.5|. Reported procedure: To a solution of cis-4-hydroxycyclohexanecarboxylic acid (4.00 g, 27.7 mmol) in EtOH (20 mL, 300 mmol) was added sulfuric acid (0.1 mL, 2 mmol), and the solution was heated to 70° C. for 2 h. After cooling to rt, Na2CO3 solution was added slowly to bring to pH=8. The organic solvent was removed in vacuo, and the material was extracted with EtOAc and washed with water. The organic layer was concentrated in vacuo to afford the title compound as a clear oil. 1H NMR (400 MHz, DMSO-d6): δ=1.17 (t, J=... Starting materials: C(C#C)OC=1C=CC(=C2CCC(NC12)=O)O (8-(2-propynyloxy)-5-hydroxy-3,4-dihydrocarbostyril), C(Cl)C1CO1 (epichlorohydrin), C([O-])([O-])=O.[K+].[K+] (potassium carbonate). The solvent is CO (methanol). Yields the product C(C#C)OC=1C=CC(=C2CCC(NC12)=O)OCC1CO1 (8-(2-propynyloxy)-5-(2,3-epoxypropoxy)-3,4-dihydrocarbostyril). The yield is 68.3%. As a reaction SMILES: [CH2:1]([O:4][C:5]1[CH:6]=[CH:7][C:8]([OH:16])=[C:9]2[C:14]=1[NH:13][C:12](=[O:15])[CH2:11][CH2:10]2)[C:2]#[CH:3].[CH2:17]([CH:19]1[O:21][CH2:20]1)Cl.C(=O)([O-])[O-].[K+].[K+]>CO>[CH2:1]([O:4][C:5]1[CH:6]=[CH:7][C:8]([O:16][CH2:17][CH:19]2[O:21][CH2:20]2)=[C:9]2[C:14]=1[NH:13][C:12](=[O:15])[CH2:11][CH2:10]2)[C:2]#[CH:3] |f:2.3.4|. Reported procedure: To 78 g of 8-(2-propynyloxy)-5-hydroxy-3,4-dihydrocarbostyril were added 102 g of epichlorohydrin, 60 g of potassium carbonate and 600 ml of methanol, and the resulting mixture was heated while refluxing for 2.5 hours on a water bath. After completion of the reaction, the methanol was evaporated, and water was added to the residue followed by extracting with chloroform. The chloroform layer was washed with water and dried over anhydrous sodium sulfate. The chloroform was evaporated under reduced... The reactants are CCOC(=O)CCCCCOc1ccc(N=Nc2ccc(C#N)cc2)cc1, CN(C)C=O, Cl, [Na+], [OH-], O. The product is N#Cc1ccc(N=Nc2ccc(OCCCCCC(=O)O)cc2)cc1. Reaction SMILES: [C:1](#[N:2])[c:3]1[cH:4][cH:5][c:6]([N:9]=[N:10][c:11]2[cH:12][cH:13][c:14]([O:15][CH2:16][CH2:17][CH2:18][CH2:19][CH2:20][C:21](=[O:22])[O:23][CH2:24][CH3:25])[cH:26][cH:27]2)[cH:7][cH:8]1.[CH3:31][N:32]([CH3:33])[CH:34]=[O:35].[ClH:30].[Na+:29].[OH-:28].[OH2:36]>>[C:1](#[N:2])[c:3]1[cH:4][cH:5][c:6]([N:9]=[N:10][c:11]2[cH:12][cH:13][c:14]([O:15][CH2:16][CH2:17][CH2:18][CH2:19][CH2:20][C:21](=[O:22])[OH:23])[cH:26][cH:27]2)[cH:7][cH:8]1.